From a dataset of the Open Reaction Database (ORD), a public repository of structured organic reaction records. describe an organic reaction: reactants, conditions, products, and yield The reactants are C(C)(C)(C)OC(=O)N1CC2=CC3=CC(=CN=C3N2[C@@H](C1)C)F ((R)-7-fluoro-4-methyl-3,4-dihydro-1H-2,4a,5-triaza-fluorene-2-carboxylic acid tert-butyl ester), C(#N)[BH3-].[Na+] (sodium cyanoborohydride). Solvent: C(C)(=O)O (acetic acid). Conditions: time 2 hour. Product: C(C)(C)(C)OC(=O)N1C[C@H]2CC3=CC(=CN=C3N2[C@@H](C1)C)F ([4R,9aR]-7-fluoro-4-methyl-3,4,9,9a-tetrahydro-1H-2,4a,5-triaza-fluorene-2-carboxylic acid tert-butyl ester). The yield is 92.4%. RXN SMILES: [C:1]([O:5][C:6]([N:8]1[CH2:20][C@@H:19]([CH3:21])[N:18]2[C:10](=[CH:11][C:12]3[C:17]2=[N:16][CH:15]=[C:14]([F:22])[CH:13]=3)[CH2:9]1)=[O:7])([CH3:4])([CH3:3])[CH3:2].C([BH3-])#N.[Na+]>C(O)(=O)C>[C:1]([O:5][C:6]([N:8]1[CH2:20][C@@H:19]([CH3:21])[N:18]2[C@H:10]([CH2:11][C:12]3[C:17]2=[N:16][CH:15]=[C:14]([F:22])[CH:13]=3)[CH2:9]1)=[O:7])([CH3:4])([CH3:2])[CH3:3] |f:1.2|. Procedure details: T a solution of 0.907 g (R)-7-fluoro-4-methyl-3,4-dihydro-1H-2,4a,5-triaza-fluorene-2-carboxylic acid tert-butyl ester (0.0030 mol) in 12 mL of glacial acetic acid was added in 2 portions 0.936 g sodium cyanoborohydride (0.015 mol) with cooling. The mixture was then stirred at ambient temperature for 2 h. The solvent was evaporated and the residue was partitioned between water (adjusted to pH 10–11 by addition of aqueous sodium hydroxide solution) and dichloromethane. The organic phase was evapo...